This data is from the Open Reaction Database (ORD), a public repository of structured organic reaction records. The task is: describe an organic reaction: reactants, conditions, products, and yield Reactants: CC1(OC(C(O1)=CC(=O)N(OC)CC1=C(C=CC=C1)OC(C)C)=O)C (2-(2,2-dimethyl-5-oxo-[1,3]dioxolan-4-ylidene)-N-(2-isopropoxy-benzyl)-N-methoxy-acetamide), CS(=O)(=O)N (methanesulfonamide), compound 22. Yields the product C(C)(C)OC1=C(CN(C(C=C(C(=O)NS(=O)(=O)C)O)=O)OC)C=CC=C1 (3-Hydroxy-4-methanesulfonylamino-4-oxo-but-2-enoic acid (2-isopropoxy-benzyl)-methoxy-amide). Isolated yield 52.1%. As a reaction SMILES: CC1(C)[O:6][C:5](=[CH:7][C:8]([N:10]([CH2:13][C:14]2[CH:19]=[CH:18][CH:17]=[CH:16][C:15]=2[O:20][CH:21]([CH3:23])[CH3:22])[O:11][CH3:12])=[O:9])[C:4](=O)[O:3]1.[CH3:26][S:27]([NH2:30])(=[O:29])=[O:28]>>[CH:21]([O:20][C:15]1[CH:16]=[CH:17][CH:18]=[CH:19][C:14]=1[CH2:13][N:10]([O:11][CH3:12])[C:8](=[O:9])[CH:7]=[C:5]([OH:6])[C:4]([NH:30][S:27]([CH3:26])(=[O:29])=[O:28])=[O:3])([CH3:23])[CH3:22]. Reported procedure: Reaction of 2-(2,2-dimethyl-5-oxo-[1,3]dioxolan-4-ylidene)-N-(2-isopropoxy-benzyl)-N-methoxy-acetamide (0.234 g, 0.67 mmol) with methanesulfonamide (0.064 g, 0.67 mmol) as described in the preparation of compound 22 gave 0.135 g (53% yield) of the title amide as a light yellow solid. 1H NMR (400 MHz, DMSO) δ: mixture of rotamers: 1.25 and 1.30 (2×3H, 2 d, J=6 Hz, CH3), 2.86 and 2.88 (3H, 2 S, SO2CH3), 3.63 and 3.67 (3H, 2 s, OCH3), 4.62 (1H, m, CH), 4.76 (2H, s, NCH2), 6.19 and 6.23 (1H, 2 s, CH... Reaction SMILES: [CH2:1]([CH:3]([C:6]1[C:7]2[N:8]([C:13]([C:17]3[S:21][CH:20]=[N:19][C:18]=3[C:22]([F:25])([F:24])[F:23])=[C:14]([CH3:16])[N:15]=2)[N:9]=[C:10]([CH3:12])[CH:11]=1)[CH2:4][CH3:5])[CH3:2].[Li]CCCC.C(Br)(Br)(Br)[Br:32]>C1COCC1>[Br:32][C:20]1[S:21][C:17]([C:13]2[N:8]3[N:9]=[C:10]([CH3:12])[CH:11]=[C:6]([CH:3]([CH2:4][CH3:5])[CH2:1][CH3:2])[C:7]3=[N:15][C:14]=2[CH3:16])=[C:18]([C:22]([F:23])([F:24])[F:25])[N:19]=1. Procedure: To a solution of 8-(1-ethyl-propyl)-2,6-dimethyl-3-(4-trifluoromethyl-thiazol-5-yl)-imidazo[1,2-b]pyridazine (915 mg, 2.48 mmol) in 40 mL of THF under N2 atmosphere al −78° C., BuLi (1.86 mL 1.6 M in hexane, 2.98 mmol) is slowly added. The mixture is stirred at −78° C. for 30 minutes. Then, a solution of CBr4 (989 mg, 2.98 mmol) in 3 mL of THF is added, and the mixture is stirred at −78° C. for 45 minutes. The reaction is quenched by addition of NH4Cl saturated solution (50 mL), extracted with E... Run at temperature -78 celsius, time 30 minute. Yield: 61.7%. Yields the product BrC=1SC(=C(N1)C(F)(F)F)C1=C(N=C2N1N=C(C=C2C(CC)CC)C)C (3-(2-bromo-4-trifluoromethyl-thiazol-5-yl)-8-(1-ethyl-propyl)-2,6-dimethyl-imidazo[1,2-b]pyridazine). Run in C1CCOC1 (THF), C1CCOC1 (THF). Reactants: C(C)C(CC)C=1C=2N(N=C(C1)C)C(=C(N2)C)C2=C(N=CS2)C(F)(F)F (8-(1-ethyl-propyl)-2,6-dimethyl-3-(4-trifluoromethyl-thiazol-5-yl)-imidazo[1,2-b]pyridazine), [Li]CCCC (BuLi), C(Br)(Br)(Br)Br (CBr4). Reactants: Cc1c(C(=O)OC(C)(C)C)oc2cccc(O)c12, ClC(Cl)(Cl)Cl, O=C1CCC(=O)N1I. Product: Cc1c(C(=O)OC(C)(C)C)oc2ccc(I)c(O)c12. RXN SMILES: [C:1]([CH3:2])([CH3:3])([CH3:4])[O:5][C:6](=[O:7])[c:8]1[o:9][c:10]2[c:11]([c:12]1[CH3:13])[c:14]([OH:18])[cH:15][cH:16][cH:17]2.[C:27]([Cl:28])([Cl:29])([Cl:30])[Cl:31].[I:19][N:20]1[C:21](=[O:22])[CH2:23][CH2:24][C:25]1=[O:26]>>[C:1]([CH3:2])([CH3:3])([CH3:4])[O:5][C:6](=[O:7])[c:8]1[o:9][c:10]2[c:11]([c:12]1[CH3:13])[c:14]([OH:18])[c:15]([I:19])[cH:16][cH:17]2. Reactants: C(C1=CC=CC=C1)N1CCN(CC(C1)NC(=O)C1=NNC2=CC=CC=C12)C (N-(1-benzyl-4-methylhexahydro-1H-1,4-diazepin-6-yl)-1H-indazole-3-carboxamide), C(C)(=O)OC(C)=O (acetic anhydride). The solvent is ClCCl (dichloromethane). Reaction conditions: temperature 25 celsius, time 16 hour. The product is C(C1=CC=CC=C1)N1CCN(CC(C1)NC(=O)C1=NN(C2=CC=CC=C12)C(C)=O)C (N-(1-benzyl-4-methylhexahydro-1H-1,4-diazepin-6-yl)-1-acetyl-1H-indazole-3-carboxamide). Yield: 82.5%. RXN SMILES: [CH2:1]([N:8]1[CH2:14][CH:13]([NH:15][C:16]([C:18]2[C:26]3[C:21](=[CH:22][CH:23]=[CH:24][CH:25]=3)[NH:20][N:19]=2)=[O:17])[CH2:12][N:11]([CH3:27])[CH2:10][CH2:9]1)[C:2]1[CH:7]=[CH:6][CH:5]=[CH:4][CH:3]=1.[C:28](OC(=O)C)(=[O:30])[CH3:29]>ClCCl>[CH2:1]([N:8]1[CH2:14][CH:13]([NH:15][C:16]([C:18]2[C:26]3[C:21](=[CH:22][CH:23]=[CH:24][CH:25]=3)[N:20]([C:28](=[O:30])[CH3:29])[N:19]=2)=[O:17])[CH2:12][N:11]([CH3:27])[CH2:10][CH2:9]1)[C:2]1[CH:3]=[CH:4][CH:5]=[CH:6][CH:7]=1. Procedure: To a solution of N-(1-benzyl-4-methylhexahydro-1H-1,4-diazepin-6-yl)-1H-indazole-3-carboxamide (1.0 g) in dichloromethane (10 ml), acetic anhydride (0.56 g) is added; and the mixture is stirred at 25° C. for 16 hours. The reaction mixture is washed with saturated sodium bicarbonate and dried over sodium sulfate. The solvent is evaporated under reduced pressure, and the residue is chromatographed on silica gel with elution of acetone. Fractions containing the title compound are pooled and evapora... Reported procedure: Nitrogen was bubbled through a mixture of 1-(4-bromo-benzyl)-3-[3-(4-fluoro-phenoxy)-propyl]-1,3-dihydro-benzoimidazol-2-ylideneamine (80 mg, 0.18 mmol) and 4-fluorophenyl boronic acid (37 mg, 0.26 mmol) in 3:1 MeOH/1,4-dioxane (3 ml) at rt for 10 min before a solution of 2M Na2CO3 (0.17 ml, 0.35 mmol) was introduced. The suspension was degassed for a further 2 min and then PdCl2(dppf) (14 mg, 0.02 mmol) was added. The reaction mixture was sealed and heated to 100° C. where it was maintained for... The reactants are BrC1=CC=C(CN2C(N(C3=C2C=CC=C3)CCCOC3=CC=C(C=C3)F)=N)C=C1 (1-(4-bromo-benzyl)-3-[3-(4-fluoro-phenoxy)-propyl]-1,3-dihydro-benzoimidazol-2-ylideneamine), FC1=CC=C(C=C1)B(O)O (4-fluorophenyl boronic acid), C(=O)([O-])[O-].[Na+].[Na+] (Na2CO3). The solvent is CO.O1CCOCC1 (MeOH 1,4-dioxane). Conditions: temperature 100 celsius. The product is FC1=CC=C(C=C1)C1=CC=C(C=C1)CN1C(N(C2=C1C=CC=C2)CCCOC2=CC=C(C=C2)F)=N (1-(4′-fluoro-biphenyl-4-ylmethyl)-3-[3-(4-fluoro-phenoxy)-propyl]-1,3-dihydro-benzoimidazol-2-ylideneamine). The reagents and catalysts are C1=CC=C(C=C1)P([C-]2C=CC=C2)C3=CC=CC=C3.C1=CC=C(C=C1)P([C-]2C=CC=C2)C3=CC=CC=C3.Cl[Pd]Cl.[Fe+2] (PdCl2(dppf)). RXN SMILES: Br[C:2]1[CH:29]=[CH:28][C:5]([CH2:6][N:7]2[C:11]3[CH:12]=[CH:13][CH:14]=[CH:15][C:10]=3[N:9]([CH2:16][CH2:17][CH2:18][O:19][C:20]3[CH:25]=[CH:24][C:23]([F:26])=[CH:22][CH:21]=3)[C:8]2=[NH:27])=[CH:4][CH:3]=1.[F:30][C:31]1[CH:36]=[CH:35][C:34](B(O)O)=[CH:33][CH:32]=1.C([O-])([O-])=O.[Na+].[Na+]>C1C=CC(P(C2C=CC=CC=2)[C-]2C=CC=C2)=CC=1.C1C=CC(P(C2C=CC=CC=2)[C-]2C=CC=C2)=CC=1.Cl[Pd]Cl.[Fe+2].CO.O1CCOCC1>[F:30][C:31]1[CH:36]=[CH:35][C:34]([C:2]2[CH:3]=[CH:4][C:5]([CH2:6][N:7]3[C:11]4[CH:12]=[CH:13][CH:14]=[CH:15][C:10]=4[N:9]([CH2:16][CH2:17][CH2:18][O:19][C:20]4[CH:25]=[CH:24][C:23]([F:26])=[CH:22][CH:21]=4)[C:8]3=[NH:27])=[CH:28][CH:29]=2)=[CH:33][CH:32]=1 |f:2.3.4,5.6.7.8,9.10|. Isolated yield 35.5%. Reactants: O (Water), N1=CC(=CC=C1)NC(OCC(Cl)(Cl)Cl)=O (2,2,2-trichloroethyl pyridin-3-ylcarbamate), N1=C(C=CC=C1)C1=NSC(=N1)N1CCNCC1 (1-(3-pyridin-2-yl-1,2,4-thiadiazol-5-yl)piperazine), C(C)(C)N(CC)C(C)C (diisopropylethylamine). The solvent is CS(=O)C (dimethyl sulfoxide). Yields the product N1=CC(=CC=C1)NC(=O)N1CCN(CC1)C1=NC(=NS1)C1=NC=CC=C1 (N-Pyridin-3-yl-4-(3-pyridin-2-yl-1,2,4-thiadiazol-5-yl)piperazine-1-carboxamide). The yield is 38.6%. Reaction SMILES: [N:1]1[CH:6]=[CH:5][CH:4]=[C:3]([NH:7][C:8](=[O:15])OCC(Cl)(Cl)Cl)[CH:2]=1.[N:16]1[CH:21]=[CH:20][CH:19]=[CH:18][C:17]=1[C:22]1[N:26]=[C:25]([N:27]2[CH2:32][CH2:31][NH:30][CH2:29][CH2:28]2)[S:24][N:23]=1.C(N(C(C)C)CC)(C)C.O>CS(C)=O>[N:1]1[CH:6]=[CH:5][CH:4]=[C:3]([NH:7][C:8]([N:30]2[CH2:29][CH2:28][N:27]([C:25]3[S:24][N:23]=[C:22]([C:17]4[CH:18]=[CH:19][CH:20]=[CH:21][N:16]=4)[N:26]=3)[CH2:32][CH2:31]2)=[O:15])[CH:2]=1. Procedure: A mixed solution of 2,2,2-trichloroethyl pyridin-3-ylcarbamate (297 mg, 1.10 mmol), 1-(3-pyridin-2-yl-1,2,4-thiadiazol-5-yl)piperazine (300 mg, 1.21 mmol) and diisopropylethylamine (0.211 ml, 1.21 mmol) in dimethyl sulfoxide (2.5 ml) was stirred at 80° C. for 3 hours. Water was poured to the reaction mixture, and the resulting solution was extracted with ethyl acetate. The extract was washed with water and dried over anhydrous magnesium sulfate, and the solvent was distilled off under reduced pr...